From a dataset of the Open Reaction Database (ORD), a public repository of structured organic reaction records. describe an organic reaction: reactants, conditions, products, and yield Reactants: O=C(O)c1cccc(F)c1F, O=C1CCC(=O)N1I, [Na+], [Na+], O, O=S(=O)(O)C(F)(F)F, O=S([O-])[O-]. The product is O=C(O)c1cc(I)cc(F)c1F. RXN SMILES: [F:1][c:2]1[c:3]([C:4](=[O:5])[OH:6])[cH:7][cH:8][cH:9][c:10]1[F:11].[I:12][N:13]1[C:14](=[O:15])[CH2:16][CH2:17][C:18]1=[O:19].[Na+:24].[Na+:25].[OH2:26].[OH:27][S:28]([C:29]([F:30])([F:31])[F:32])(=[O:33])=[O:34].[S:20]([O-:21])([O-:22])=[O:23]>>[F:1][c:2]1[c:3]([C:4](=[O:5])[OH:6])[cH:7][c:8]([I:12])[cH:9][c:10]1[F:11]. Starting materials: Cc1c(C(=O)O)c(CC(=O)O)n(C)c1C(=O)c1ccc(C(F)(F)F)n1C, O=C(O)C(F)(F)F. Product: Cc1cc(CC(=O)O)n(C)c1C(=O)c1ccc(C(F)(F)F)n1C. RXN SMILES: [CH3:1][n:2]1[c:3]([CH2:23][C:24](=[O:25])[OH:26])[c:4]([C:20]([OH:21])=[O:22])[c:5]([CH3:19])[c:6]1[C:7](=[O:8])[c:9]1[n:10]([CH3:18])[c:11]([C:14]([F:15])([F:16])[F:17])[cH:12][cH:13]1.[OH:27][C:28]([C:29]([F:30])([F:31])[F:32])=[O:33]>>[CH3:1][n:2]1[c:3]([CH2:23][C:24](=[O:25])[OH:26])[cH:4][c:5]([CH3:19])[c:6]1[C:7](=[O:8])[c:9]1[n:10]([CH3:18])[c:11]([C:14]([F:15])([F:16])[F:17])[cH:12][cH:13]1. Starting materials: N(=O)[O-].[Na+] (sodium nitrite), [H-].[Al+3].[Li+].[H-].[H-].[H-] (lithium aluminum hydride), FC=1C=CC2=C(NCCN(CC2)C)C1 (9-Fluoro-4-methyl-1,2,3,4,5,6-hexahydro-benzo[e][1,4]diazocine), C([O-])(O)=O.[Na+] (sodium bicarbonate). Run in O (water), C1CCOC1 (THF), Cl (hydrochloric acid). Run at time 1 hour. Yields the product FC=1C=CC2=C(N(CCN(CC2)C)N)C1 (9-Fluoro-4-methyl-3,4,5,6-tetrahydro-2H-benzo[e][1,4]diazocin-1-ylamine). Isolated yield 94.6%. RXN SMILES: [F:1][C:2]1[CH:3]=[CH:4][C:5]2[CH2:12][CH2:11][N:10]([CH3:13])[CH2:9][CH2:8][NH:7][C:6]=2[CH:14]=1.[N:15]([O-])=O.[Na+].C(=O)(O)[O-].[Na+].[H-].[Al+3].[Li+].[H-].[H-].[H-]>Cl.O.C1COCC1>[F:1][C:2]1[CH:3]=[CH:4][C:5]2[CH2:12][CH2:11][N:10]([CH3:13])[CH2:9][CH2:8][N:7]([NH2:15])[C:6]=2[CH:14]=1 |f:1.2,3.4,5.6.7.8.9.10|. Procedure details: To a solution of 9-Fluoro-4-methyl-1,2,3,4,5,6-hexahydro-benzo[e][1,4]diazocine (1.9 g, 0.0096 mole approximately) in hydrochloric acid (2 N, 100 mL) cooled to 0° C. was added sodium nitrite (2.5 g, 0.036 mole) in water (20 mL). The mixture was stirred for 1 hour and treated with sodium bicarbonate and extracted with ethyl acetate (3×100 mL). The combined organic layers were washed with saturated sodium chloride (200 mL), dried and concentrated to a light brown oil. The oil was redissolved in TH... Starting materials: [Al+3], CC(C)(C)CC(=O)Cl, Cc1cccc(O)c1O, [Cl-], [Cl-], [Cl-], S=C=S. Yields the product Cc1cc(C(=O)CC(C)(C)C)cc(O)c1O. Reaction SMILES: [Al+3:21].[CH3:10][C:11]([CH2:12][C:13](=[O:14])[Cl:15])([CH3:16])[CH3:17].[CH3:1][c:2]1[cH:3][cH:4][cH:5][c:6]([OH:7])[c:8]1[OH:9].[Cl-:18].[Cl-:19].[Cl-:20].[S:22]=[C:23]=[S:24]>>[CH3:1][c:2]1[cH:3][c:4]([C:13]([CH2:12][C:11]([CH3:10])([CH3:16])[CH3:17])=[O:14])[cH:5][c:6]([OH:7])[c:8]1[OH:9]. The reactants are ClC1=NC2=C(C=CC=C2C(=C1)C)C (2-chloro-4,8-dimethylquinoline), NN (NH2NH2). The product is N(N)C1=NC2=C(C=CC=C2C(=C1)C)C (2-Hydrazinyl-4,8-dimethylquinoline). As a reaction SMILES: Cl[C:2]1[CH:11]=[C:10]([CH3:12])[C:9]2[C:4](=[C:5]([CH3:13])[CH:6]=[CH:7][CH:8]=2)[N:3]=1.[NH2:14][NH2:15]>>[NH:14]([C:2]1[CH:11]=[C:10]([CH3:12])[C:9]2[C:4](=[C:5]([CH3:13])[CH:6]=[CH:7][CH:8]=2)[N:3]=1)[NH2:15]. Reported procedure: A solution of 2-chloro-4,8-dimethylquinoline (1.00 g, 5.2 mmoles) in NH2NH2 was reacted as outlined in Scheme 1 above to give the desired title compound which was used in the next step without further purification. Reactants: CC1(OC[C@@H](O1)C=1N=CC(=NC1)NC([C@H](CC(C)C)N1C(C=C(C1)OC1=C(C(=CC=C1)OCC)F)=O)=O)C ((S)-2-[4-(3-Ethoxy-2-fluoro-phenoxy)-2-oxo-2,5-dihydro-pyrrol-1-yl]-4-methyl-pentanoic acid [5-((S)-2,2-dimethyl-[1,3]dioxolan-4-yl)-pyrazin-2-yl]-amide), Cl (hydrochloric acid). Solvent: C(C)(=O)OCC (ethyl acetate), O1CCCC1 (tetrahydrofuran). Reaction conditions: time 20 hour. The product is O[C@H](CO)C=1N=CC(=NC1)NC([C@H](CC(C)C)N1C(C=C(C1)OC1=C(C(=CC=C1)OCC)F)=O)=O ((S)-2-[4-(3-ethoxy-2-fluoro-phenoxy)-2-oxo-2,5-dihydro-pyrrol-1-yl]-4-methyl-pentanoic acid [5-((S)-1,2-dihydroxy-ethyl)-pyrazin-2-yl]-amide). Yield: 67.5%. As a reaction SMILES: CC1(C)[O:6][C@@H:5]([C:7]2[N:8]=[CH:9][C:10]([NH:13][C:14](=[O:37])[C@@H:15]([N:20]3[CH2:24][C:23]([O:25][C:26]4[CH:31]=[CH:30][CH:29]=[C:28]([O:32][CH2:33][CH3:34])[C:27]=4[F:35])=[CH:22][C:21]3=[O:36])[CH2:16][CH:17]([CH3:19])[CH3:18])=[N:11][CH:12]=2)[CH2:4][O:3]1.Cl>O1CCCC1.C(OCC)(=O)C>[OH:6][C@@H:5]([C:7]1[N:8]=[CH:9][C:10]([NH:13][C:14](=[O:37])[C@@H:15]([N:20]2[CH2:24][C:23]([O:25][C:26]3[CH:31]=[CH:30][CH:29]=[C:28]([O:32][CH2:33][CH3:34])[C:27]=3[F:35])=[CH:22][C:21]2=[O:36])[CH2:16][CH:17]([CH3:18])[CH3:19])=[N:11][CH:12]=1)[CH2:4][OH:3]. Reported procedure: A solution of (S)-2-[4-(3-ethoxy-2-fluoro-phenoxy)-2-oxo-2,5-dihydro-pyrrol-1-yl]-4-methyl-pentanoic acid [5-((S)-2,2-dimethyl-[1,3]dioxolan-4-yl)-pyrazin-2-yl]-amide (prepared in Example 150, 0.300 g, 0.57 mmol) in tetrahydrofuran (20 mL) was treated with 1N aqueous hydrochloric acid (10 mL). The reaction mixture was stirred for 20 h at room temperature. The reaction mixture was diluted with ethyl acetate, washed with saturated sodium bicarbonate, a saturated sodium chloride solution and dried ...